This data is from the Open Reaction Database (ORD), a public repository of structured organic reaction records. The task is: describe an organic reaction: reactants, conditions, products, and yield Reactants: C(C)OC(=O)C=1C=NC=2N(C1O)N=C(N2)S (6-ethoxycarbonyl-7-hydroxy-2-mercapto-s-triazolo[1,5-a]pyrimidine), [OH-].[Na+] (sodium hydroxide), Cl (hydrochloric acid). Run in O (water). Run at time 4 hour. Product: C(=O)(O)C=1C=NC=2N(C1O)N=C(N2)S (6-carboxy-7-hydroxy-2-mercapto-s-triazolo[1,5-a]pyrimidine). Yield: 99.6%. RXN SMILES: C([O:3][C:4]([C:6]1[CH:7]=[N:8][C:9]2[N:10]([N:13]=[C:14]([SH:16])[N:15]=2)[C:11]=1[OH:12])=[O:5])C.[OH-].[Na+].Cl>O>[C:4]([C:6]1[CH:7]=[N:8][C:9]2[N:10]([N:13]=[C:14]([SH:16])[N:15]=2)[C:11]=1[OH:12])([OH:5])=[O:3] |f:1.2|. Procedure: The product obtained in Step 1 of Example 48 (2.5 g) was added to a solution of 1.3 g sodium hydroxide dissolved in 20 ml of water and stirred at room temperature for four hours. The pH of the solution was adjusted to 1-2 with 6N hydrochloric acid. The formed crystals were collected by filtration, washed with 30 ml of water and dried, affording 2.2 g of the objective compound. Run at temperature 50 celsius, time 20 minute. Run in COCCOC (DME), COCCOC (DME). The product is CN(CCCC1(OCC2=CC(=CC=C12)C#N)C1=CC=C(C=C1)F)C (1-(3-Dimethylaminopropyl)-1-(4-fluorophenyl)-1,3-dihydroisobenzofuran-5-carbonitrile). As a reaction SMILES: [Li][CH2:2][CH2:3][CH2:4]C.[CH:6]([NH:9][CH:10](C)C)(C)C.[F:13][C:14]1[CH:19]=[CH:18][C:17]([CH:20]2[C:28]3[C:23](=[CH:24][C:25]([C:29]#[N:30])=[CH:26][CH:27]=3)[CH2:22][O:21]2)=[CH:16][CH:15]=1>COCCOC>[CH3:6][N:9]([CH3:10])[CH2:2][CH2:3][CH2:4][C:20]1([C:17]2[CH:18]=[CH:19][C:14]([F:13])=[CH:15][CH:16]=2)[C:28]2[C:23](=[CH:24][C:25]([C:29]#[N:30])=[CH:26][CH:27]=2)[CH2:22][O:21]1. The yield is 76.0%. Reactants: FC1=CC=C(C=C1)C1OCC2=CC(=CC=C12)C#N (1-(4-fluorophenyl)-1,3-dihydroisobenzofuran-5-carbonitrile), [Li]CCCC (n-BuLi), C(C)(C)NC(C)C (diisopropylamine), 3-Dimethylpropylchloride. Procedure details: n-BuLi (1.6 N in hexane, 320 mL) is added to diisopropylamine (55 g, 0.5 mole) dissolved in DME (150 mL) at −50° C. over a nitrogen atmosphere. 1-(4-fluorophenyl)-1,3-dihydroisobenzofuran-5-carbonitrile (62 g, 0.26 mole) is dissolved in DME (500 mL) and added dropwise while the temperature is kept below −40° C. After addition (45 min), the dark red solution is stirred for an additional period of 20 min. 3-Dimethylpropylchloride (100 g, 0.82 mole) is added in one portion at −50° C. and the coolin... The reactants are BrC=1C=CC(=NC1)OC (5-bromo-2-methoxypyridine), C(CCC)[Li] (n-butyllithium), BrC1=CC=C(C=C1)C(CC(=O)N(C)OC)C1=C(C=C(C=C1)F)C (3-(4-bromophenyl)-3-(4-fluoro-2-methylphenyl)-N-methoxy-N-methylpropanamide). Yields the product BrC1=CC=C(C=C1)C(CC(=O)C=1C=NC(=CC1)OC)C1=C(C=C(C=C1)F)C (3-(4-Bromophenyl)-3-(4-fluoro-2-methylphenyl)-1-(6-methoxypyridin-3-yl)propan-1-one). As a reaction SMILES: Br[C:2]1[CH:3]=[CH:4][C:5]([O:8][CH3:9])=[N:6][CH:7]=1.C([Li])CCC.[Br:15][C:16]1[CH:21]=[CH:20][C:19]([CH:22]([C:30]2[CH:35]=[CH:34][C:33]([F:36])=[CH:32][C:31]=2[CH3:37])[CH2:23][C:24](N(OC)C)=[O:25])=[CH:18][CH:17]=1>>[Br:15][C:16]1[CH:21]=[CH:20][C:19]([CH:22]([C:30]2[CH:35]=[CH:34][C:33]([F:36])=[CH:32][C:31]=2[CH3:37])[CH2:23][C:24]([C:2]2[CH:7]=[N:6][C:5]([O:8][CH3:9])=[CH:4][CH:3]=2)=[O:25])=[CH:18][CH:17]=1. Reported procedure: In analogy to example 151, step 1, 5-bromo-2-methoxypyridine was reacted first with n-butyllithium and later with 3-(4-bromophenyl)-3-(4-fluoro-2-methylphenyl)-N-methoxy-N-methylpropanamide (example 141, step 3) to give the title compound as a light yellow oil, MS (ESI+): m/z=430.06 [M+H]+. Reactants: CCc1cc(C(Nc2ccc3c(N(C(=O)OC(C)(C)C)C(=O)OC(C)(C)C)nccc3c2)c2nc(-c3ccccc3)nn2C)c(F)cc1O, BrCc1ccccc1. The product is CCc1cc(C(Nc2ccc3c(N(C(=O)OC(C)(C)C)C(=O)OC(C)(C)C)nccc3c2)c2nc(-c3ccccc3)nn2C)c(F)cc1OCc1ccccc1. Reaction SMILES: [C:1]([CH3:2])([CH3:3])([CH3:4])[O:5][C:6](=[O:7])[N:8]([c:9]1[n:10][cH:11][cH:12][c:13]2[cH:14][c:15]([NH:19][CH:20]([c:21]3[cH:22][c:23]([CH2:29][CH3:30])[c:24]([OH:28])[cH:25][c:26]3[F:27])[c:31]3[n:32]([CH3:42])[n:33][c:34](-[c:36]4[cH:37][cH:38][cH:39][cH:40][cH:41]4)[n:35]3)[cH:16][cH:17][c:18]12)[C:43](=[O:44])[O:45][C:46]([CH3:47])([CH3:48])[CH3:49].[CH2:50]([c:51]1[cH:52][cH:53][cH:54][cH:55][cH:56]1)[Br:57]>>[C:1]([CH3:2])([CH3:3])([CH3:4])[O:5][C:6](=[O:7])[N:8]([c:9]1[n:10][cH:11][cH:12][c:13]2[cH:14][c:15]([NH:19][CH:20]([c:21]3[cH:22][c:23]([CH2:29][CH3:30])[c:24]([O:28][CH2:50][c:51]4[cH:52][cH:53][cH:54][cH:55][cH:56]4)[cH:25][c:26]3[F:27])[c:31]3[n:32]([CH3:42])[n:33][c:34](-[c:36]4[cH:37][cH:38][cH:39][cH:40][cH:41]4)[n:35]3)[cH:16][cH:17][c:18]12)[C:43](=[O:44])[O:45][C:46]([CH3:47])([CH3:48])[CH3:49]. Starting materials: CC1=CC=C(C=C1)CC=COC (4-Methyl 1-(3-methoxy-2-propen-1-yl)benzene), II, CC1=CC=C(C=O)C=C1 (4-methyl benzaldehyde). The product is CC1=CC=C(C=C1)CCC=O (3-(4-methyl-phenyl)-propionaldehyde). As a reaction SMILES: [CH3:1][C:2]1[CH:7]=[CH:6][C:5]([CH2:8][CH:9]=[CH:10][O:11]C)=[CH:4][CH:3]=1.CC1C=CC(C=O)=CC=1>>[CH3:1][C:2]1[CH:7]=[CH:6][C:5]([CH2:8][CH2:9][CH:10]=[O:11])=[CH:4][CH:3]=1. Procedure: 4-Methyl 1-(3-methoxy-2-propen-1-yl)benzene was similarly prepared as described in Examples I and II. First, 4-methyl benzaldehyde (140 g, commercially available from Mitsubishi Gas Chemical Company, Inc.) was used to obtain 3-(4-methyl-phenyl)-propionaldehyde (130 g) with a boiling point of 120° C. at a pressure of 21 mmHg. 3-(4-Methyl-phenyl)-propionaldehyde (225 g) was consequently used to provide 4-methyl 1-(3-methoxy-2-propen-1-yl)benzene (139 g) with a boiling point of 117° C. at a pressur...